Dataset: the Open Reaction Database (ORD), a public repository of structured organic reaction records. Task: describe an organic reaction: reactants, conditions, products, and yield The reactants are ClC1=CC(=C(C=C1N(C)C)SC1=C(C(=O)N(C)C)C=CC=C1)[N+](=O)[O-] (2-(4-Chloro-5-dimethylamino-2-nitro-phenylsulfanyl)-N,N-dimethyl-benzamide), FC(S(=O)(=O)OC)(F)F (methyl trifluoromethanesulfonate), C(C)OCC (ethyl ether). Solvent: C(Cl)Cl (methylene chloride). The product is FC(S(=O)(=O)[O-])(F)F.ClC1=C(C=C(C(=C1)[N+](=O)[O-])SC1=C(C=CC=C1)C(=O)N(C)C)[N+](C)(C)C ([2-Chloro-5-(2-dimethyaminocarbonyl-phenylthio)-4-nitro-phenyl]-trimethyl-ammonium trifluoromethanesulfonate). RXN SMILES: [Cl:1][C:2]1[C:7]([N:8]([CH3:10])[CH3:9])=[CH:6][C:5]([S:11][C:12]2[CH:22]=[CH:21][CH:20]=[CH:19][C:13]=2[C:14]([N:16]([CH3:18])[CH3:17])=[O:15])=[C:4]([N+:23]([O-:25])=[O:24])[CH:3]=1.[F:26][C:27]([F:34])([F:33])[S:28]([O:31]C)(=[O:30])=[O:29].[CH2:35](OCC)C>C(Cl)Cl>[F:26][C:27]([F:34])([F:33])[S:28]([O-:31])(=[O:30])=[O:29].[Cl:1][C:2]1[CH:3]=[C:4]([N+:23]([O-:25])=[O:24])[C:5]([S:11][C:12]2[CH:22]=[CH:21][CH:20]=[CH:19][C:13]=2[C:14]([N:16]([CH3:18])[CH3:17])=[O:15])=[CH:6][C:7]=1[N+:8]([CH3:35])([CH3:10])[CH3:9] |f:4.5|. Procedure details: 2-(4-Chloro-5-dimethylamino-2-nitro-phenylsulfanyl)-N,N-dimethyl-benzamide (22) (0.5 g, 1.32 mmol) and methyl trifluoromethanesulfonate (0.3 g, 1.83 mmol) was heated to reflux in 5 mL of methylene chloride for 72 h. After cooled down, ethyl ether was added to the mixture. Precipitate was collected and recrystalized from CH2Cl2/ethylether repeatedly. Highly hygroscopic pale yellow powder was dried in vacuo and used directly for F-18 radiolabeling without further purifications (Yellow powder. 0.31...